This data is from the Open Reaction Database (ORD), a public repository of structured organic reaction records. The task is: describe an organic reaction: reactants, conditions, products, and yield Starting materials: O=C([O-])[O-], CCOC(=O)C(C)(C)Br, CN(C)C=O, CCOC(C)=O, [K+], [K+], CS(=O)(=O)c1ccc(C(=CC2CCCC2)c2cc3cc(O)cnc3n2S(=O)(=O)c2ccccc2)cc1. Product: CCOC(=O)C(C)(C)Oc1cnc2c(c1)cc(C(=CC1CCCC1)c1ccc(S(C)(=O)=O)cc1)n2S(=O)(=O)c1ccccc1. Reaction SMILES: [C:1](=[O:2])([O-:3])[O-:4].[CH2:43]([CH3:44])[O:45][C:46]([C:47]([CH3:48])([CH3:49])[Br:50])=[O:51].[CH3:52][N:53]([CH3:54])[CH:55]=[O:56].[CH3:57][CH2:58][O:59][C:60](=[O:61])[CH3:62].[K+:5].[K+:6].[c:7]1([S:13](=[O:14])(=[O:15])[n:16]2[c:17]([C:26](=[CH:27][CH:28]3[CH2:29][CH2:30][CH2:31][CH2:32]3)[c:33]3[cH:34][cH:35][c:36]([S:39](=[O:40])(=[O:41])[CH3:42])[cH:37][cH:38]3)[cH:18][c:19]3[c:20]2[n:21][cH:22][c:23]([OH:25])[cH:24]3)[cH:8][cH:9][cH:10][cH:11][cH:12]1>>[c:7]1([S:13](=[O:14])(=[O:15])[n:16]2[c:17]([C:26](=[CH:27][CH:28]3[CH2:29][CH2:30][CH2:31][CH2:32]3)[c:33]3[cH:34][cH:35][c:36]([S:39](=[O:40])(=[O:41])[CH3:42])[cH:37][cH:38]3)[cH:18][c:19]3[c:20]2[n:21][cH:22][c:23]([O:25][C:47]([C:46]([O:45][CH2:43][CH3:44])=[O:51])([CH3:48])[CH3:49])[cH:24]3)[cH:8][cH:9][cH:10][cH:11][cH:12]1. Solvent: O1CCOCC1 (1,4-dioxane). Reaction SMILES: C[O:2][C:3]([CH:5]1[CH:10]([NH:11][S:12]([C:15]2[CH:20]=[CH:19][C:18]([O:21][CH2:22][C:23]3[C:32]4[C:27](=[CH:28][CH:29]=[CH:30][CH:31]=4)[N:26]=[C:25]([CH3:33])[CH:24]=3)=[CH:17][CH:16]=2)(=[O:14])=[O:13])[CH2:9][CH2:8][N:7](C(OC(C)(C)C)=O)[CH2:6]1)=[O:4].Cl>O1CCOCC1>[CH3:33][C:25]1[CH:24]=[C:23]([CH2:22][O:21][C:18]2[CH:19]=[CH:20][C:15]([S:12]([NH:11][C@@H:10]3[CH2:9][CH2:8][NH:7][CH2:6][C@@H:5]3[C:3]([OH:4])=[O:2])(=[O:13])=[O:14])=[CH:16][CH:17]=2)[C:32]2[C:27](=[CH:28][CH:29]=[CH:30][CH:31]=2)[N:26]=1. Run at temperature 60 celsius. The reactants are COC(=O)C1CN(CCC1NS(=O)(=O)C1=CC=C(C=C1)OCC1=CC(=NC2=CC=CC=C12)C)C(=O)OC(C)(C)C (4-[4-(2-methyl-quinolin-4-ylmethoxy)-benzenesulfonylamino]-piperidine-1,3-dicarboxylic acid 1-tert-butyl ester 3-methyl ester), Cl (HCl). Procedure: To a solution of 0.3 g (0.525 mmol) of 4-[4-(2-methyl-quinolin-4-ylmethoxy)-benzenesulfonylamino]-piperidine-1,3-dicarboxylic acid 1-tert-butyl ester 3-methyl ester (Example 28, Step 6) in 1,4-dioxane (4 mL) was added concentrated HCl (4 mL). The reaction was heated to 60° C. for 19 h. The solvent was then removed in vacuo to give (3S,4R)-4-[4-(2-methyl-quinolin-4-ylmethoxy)-benzenesulfonylamino]-piperidine-3-carboxylic acid as the hydrochloride salt (0.210 g, 72.4%). MS: 457 (M+H)+ Yield: 72.4%. The product is CC1=NC2=CC=CC=C2C(=C1)COC1=CC=C(C=C1)S(=O)(=O)N[C@H]1[C@H](CNCC1)C(=O)O ((3S,4R)-4-[4-(2-methyl-quinolin-4-ylmethoxy)-benzenesulfonylamino]-piperidine-3-carboxylic acid), hydrochloride salt. Starting materials: Cl.NO (Hydroxylamine hydrochloride), OCC1CN(C(O1)=O)C1=CC=C(C=C1)C(C)=O (5-hydroxymethyl-3-(4-acetylphenyl)-2-oxazolidinone). Solvent: N1=CC=CC=C1.C(C)O (pyridine ethanol). The product is OCC1CN(C(O1)=O)C1=CC=C(C=C1)C(C)=NO (5-hydroxymethyl-3-[4-(1-hydroxyiminoethyl)phenyl]-2-oxazolidinone). Yield: 86.7%. RXN SMILES: Cl.[NH2:2][OH:3].[OH:4][CH2:5][CH:6]1[O:10][C:9](=[O:11])[N:8]([C:12]2[CH:17]=[CH:16][C:15]([C:18](=O)[CH3:19])=[CH:14][CH:13]=2)[CH2:7]1>N1C=CC=CC=1.C(O)C>[OH:4][CH2:5][CH:6]1[O:10][C:9](=[O:11])[N:8]([C:12]2[CH:17]=[CH:16][C:15]([C:18](=[N:2][OH:3])[CH3:19])=[CH:14][CH:13]=2)[CH2:7]1 |f:0.1,3.4|. Reported procedure: Hydroxylamine hydrochloride (5 g) was added to a solution of 5 g 5-hydroxymethyl-3-(4-acetylphenyl)-2-oxazolidinone in 40 ml of 1:1 pyridine/ethanol. The mixture was stirred at reflux under nitrogen for 4 hours. After cooling to room temperature, the mixture was evaporated and the residue was triturated with water and dilute aqueous hydrochloric acid and collected. Recrystallization from aqueous ethanol gave 4.61 g pure 5-hydroxymethyl-3-[4-(1-hydroxyiminoethyl)phenyl]-2-oxazolidinone, m.p. 189.... Starting materials: Cl (HCl), C(C1=CC=CC=C1)[C@@H]([C@H](C[C@H](CC1=CC=CC=C1)NC(=O)OC(C)(C)C)O)NC(=O)[C@H](C(C)(C)C)NC(OC)=O (methyl(1S)-1-[({(1S,2S,4S)-1-benzyl-4-[(tert-butoxycarbonyl)amino]-2-hydroxy-5-phenylpentyl}amino)carbonyl]-2,2-dimethylpropylcarbamate), [OH-].[Na+] (NaOH). The solvent is C1CCOC1 (THF). Run at temperature 60 celsius, time 2 hour. Yields the product N[C@H](C[C@@H]([C@H](CC1=CC=CC=C1)NC(=O)[C@H](C(C)(C)C)NC(OC)=O)O)CC1=CC=CC=C1 (methyl(1S)-1-({[(1S,2S,4S)-4-amino-1-benzyl-2-hydroxy-5-phenylpentyl]amino}carbonyl)-2,2-dimethylpropylcarbamate). The yield is 98.6%. As a reaction SMILES: [CH2:1]([C@H:8]([NH:28][C:29]([C@@H:31]([NH:36][C:37](=[O:40])[O:38][CH3:39])[C:32]([CH3:35])([CH3:34])[CH3:33])=[O:30])[C@@H:9]([OH:27])[CH2:10][C@@H:11]([NH:19]C(OC(C)(C)C)=O)[CH2:12][C:13]1[CH:18]=[CH:17][CH:16]=[CH:15][CH:14]=1)[C:2]1[CH:7]=[CH:6][CH:5]=[CH:4][CH:3]=1.Cl.[OH-].[Na+]>C1COCC1>[NH2:19][C@@H:11]([CH2:12][C:13]1[CH:14]=[CH:15][CH:16]=[CH:17][CH:18]=1)[CH2:10][C@H:9]([OH:27])[C@@H:8]([NH:28][C:29]([C@@H:31]([NH:36][C:37](=[O:40])[O:38][CH3:39])[C:32]([CH3:34])([CH3:35])[CH3:33])=[O:30])[CH2:1][C:2]1[CH:7]=[CH:6][CH:5]=[CH:4][CH:3]=1 |f:2.3|. Procedure details: A solution containing the product from Example 8A (16.97 g, 30.6 mmol) in THF (150 mL) was treated with HCl solution (50 mL, 4 N in dioxane), stirred at 60° C. for 2 hours, cooled and adjusted to pH 8 with 10% NaOH solution. The reaction mixture was partitioned between ethyl acetate and water, and the organic phase was washed with brine and concentrated to give the title compound (13.74 g). Reactants: Cl.N[C@H](C(=O)OC)C1CCCCC1 (Methyl (2S)-amino(cyclohexyl)acetate hydrochloride), C(=O)(O)[O-].[Na+] (NaHCO3), ClC(Cl)(OC(OC(Cl)(Cl)Cl)=O)Cl (triphosgene). The solvent is C(Cl)Cl (DCM). Reaction conditions: time 1 hour. Product: C1(CCCCC1)[C@@H](C(=O)OC)N=C=O (Methyl (2S)-cyclohexyl(isocyanato)acetate). As a reaction SMILES: [C:1]([O-])(O)=[O:2].[Na+].Cl.[NH2:7][C@@H:8]([CH:13]1[CH2:18][CH2:17][CH2:16][CH2:15][CH2:14]1)[C:9]([O:11][CH3:12])=[O:10].ClC(Cl)(OC(=O)OC(Cl)(Cl)Cl)Cl>C(Cl)Cl>[CH:13]1([C@H:8]([N:7]=[C:1]=[O:2])[C:9]([O:11][CH3:12])=[O:10])[CH2:18][CH2:17][CH2:16][CH2:15][CH2:14]1 |f:0.1,2.3|. Procedure details: A 500 mL round-bottom flask was charged with saturated NaHCO3 (80 mL) and DCM (80 ml) and cooled in an ice bath with vigorous stirring. Methyl (2S)-amino(cyclohexyl)acetate hydrochloride (4.0 g, 19.26 mmol) was added followed by triphosgene (1.886 g, 6.36 mmol). The contents of the reaction flask were stirred for 1 hr with cooling, then poured into a reparatory funnel. The layers were separated, and the aqueous layers were extracted with 20 mL DCM. The combined organic portions were dried with a... Reactants: CC(=O)OI1(C=2C=CC=CC2C(=O)O1)(OC(=O)C)OC(=O)C (Dess-Martin periodinane), ClC1=CC=C(CN2C[C@@H](CC23C(N(CC3)C3CCCCC3)=O)O)C=C1 ((3R)-1-(4-chloro-benzyl)-7-cyclohexyl-3-hydroxy-1,7-diazaspiro[4.4]nonan-6-one), C(Cl)Cl (DCM), [O-]S(=O)(=S)[O-].[Na+].[Na+] (Na2S2O3), C(=O)(O)[O-].[Na+] (NaHCO3). The solvent is C(C)(=O)OCC (ethyl acetate). Run at time 3 hour. The product is ClC1=CC=C(CN2CC(CC23C(N(CC3)C3CCCCC3)=O)=O)C=C1 (1-(4-Chlorobenzyl)-7-cyclohexyl-1,7-diazaspiro[4.4]nonane-3,6-dione). RXN SMILES: CC(OI1(OC(C)=O)(OC(C)=O)OC(=O)C2C=CC=CC1=2)=O.[Cl:23][C:24]1[CH:47]=[CH:46][C:27]([CH2:28][N:29]2[C:33]3([CH2:37][CH2:36][N:35]([CH:38]4[CH2:43][CH2:42][CH2:41][CH2:40][CH2:39]4)[C:34]3=[O:44])[CH2:32][C@@H:31]([OH:45])[CH2:30]2)=[CH:26][CH:25]=1.C(Cl)Cl.[O-]S([O-])(=S)=O.[Na+].[Na+].C([O-])(O)=O.[Na+]>C(OCC)(=O)C>[Cl:23][C:24]1[CH:25]=[CH:26][C:27]([CH2:28][N:29]2[C:33]3([CH2:37][CH2:36][N:35]([CH:38]4[CH2:43][CH2:42][CH2:41][CH2:40][CH2:39]4)[C:34]3=[O:44])[CH2:32][C:31](=[O:45])[CH2:30]2)=[CH:46][CH:47]=1 |f:3.4.5,6.7|. Procedure: Dess-Martin periodinane (0.19 g, 0.00044 mol) was added to a solution of (3R)-1-(4-chloro-benzyl)-7-cyclohexyl-3-hydroxy-1,7-diazaspiro[4.4]nonan-6-one (0.080 g, 0.00022 mol; prepared as in Example 32, derived from peak 2 of step 2) in DCM (2.0 mL, 0.031 mol). The resulting mixture was stirred for 3 h at RT. The mixture was then diluted with ethyl acetate and stirred with Na2S2O3 followed by saturated NaHCO3. Following separation of the organic and aqueous layers, the organic layer was dried and... The reactants are CN1CCOCC1, CC(C)(C)OC(=O)NC1CCC(N2CCC(N)C2=O)C(CS(C)(=O)=O)C1, CN(C)C=O, O=C(O)c1cccc(C(F)(F)F)c1. Yields the product CC(C)(C)OC(=O)NC1CCC(N2CCC(NC(=O)c3cccc(C(F)(F)F)c3)C2=O)C(CS(C)(=O)=O)C1. RXN SMILES: [CH3:14][N:15]1[CH2:16][CH2:17][O:18][CH2:19][CH2:20]1.[NH2:21][CH:22]1[C:23](=[O:46])[N:24]([CH:27]2[CH:28]([CH2:41][S:42](=[O:43])(=[O:44])[CH3:45])[CH2:29][CH:30]([NH:33][C:34]([O:35][C:36]([CH3:37])([CH3:38])[CH3:39])=[O:40])[CH2:31][CH2:32]2)[CH2:25][CH2:26]1.[O:47]=[CH:48][N:49]([CH3:50])[CH3:51].[OH:1][C:2](=[O:3])[c:4]1[cH:5][cH:6][cH:7][c:8]([C:10]([F:11])([F:12])[F:13])[cH:9]1>>[C:2](=[O:3])([c:4]1[cH:5][cH:6][cH:7][c:8]([C:10]([F:11])([F:12])[F:13])[cH:9]1)[NH:21][CH:22]1[C:23](=[O:46])[N:24]([CH:27]2[CH:28]([CH2:41][S:42](=[O:43])(=[O:44])[CH3:45])[CH2:29][CH:30]([NH:33][C:34]([O:35][C:36]([CH3:37])([CH3:38])[CH3:39])=[O:40])[CH2:31][CH2:32]2)[CH2:25][CH2:26]1.